From a dataset of the Open Reaction Database (ORD), a public repository of structured organic reaction records. describe an organic reaction: reactants, conditions, products, and yield The reactants are N[C@H]1[C@@H]2N(C(=C(CS2)C(OCC)(SC2=NN=NN2)CP(=O)O)C(=O)O)C1=O (7β-amino-3-(1-ethoxyhydroxyphosphinylmethyltetrazol-5-ylthiomethyl)-3-cephem-4-carboxylic acid), C(C)(C)(C)OC(N(C(C)C)C(C)C)=N (O-t-butyldiisopropylpseudourea). Run in C(Cl)Cl (methylene chloride), C(Cl)Cl (methylene chloride). Run at time 72 hour. Yields the product C(C)(C)(C)OC(=O)C1=C(CS[C@H]2N1C([C@H]2N)=O)C(OCC)(SC2=NN=NN2)CP(=O)OC(C)(C)C (7β-amino-3-(1-ethoxy-t-butoxyphosphinylmethyltetrazol-5-ylthiomethyl)-3-cephem-4-carboxylic acid t-butyl ester). RXN SMILES: [NH2:1][C@@H:2]1[C:26](=[O:27])[N:4]2[C:5]([C:23]([OH:25])=[O:24])=[C:6]([C:9]([CH2:19][PH:20]([OH:22])=[O:21])([S:13][C:14]3[NH:18][N:17]=[N:16][N:15]=3)[O:10][CH2:11][CH3:12])[CH2:7][S:8][C@H:3]12.[C:28](OC(=N)N(C(C)C)C(C)C)([CH3:31])([CH3:30])[CH3:29]>C(Cl)Cl>[C:6]([O:24][C:23]([C:5]1[N:4]2[C:26](=[O:27])[C@@H:2]([NH2:1])[C@H:3]2[S:8][CH2:7][C:6]=1[C:9]([CH2:19][PH:20]([O:22][C:28]([CH3:29])([CH3:30])[CH3:31])=[O:21])([S:13][C:14]1[NH:18][N:17]=[N:16][N:15]=1)[O:10][CH2:11][CH3:12])=[O:25])([CH3:9])([CH3:7])[CH3:5]. Reported procedure: To a suspension of 21.8 g (0.05 mol) of 7β-amino-3-(1-ethoxyhydroxyphosphinylmethyltetrazol-5-ylthiomethyl)-3-cephem-4-carboxylic acid in 500 ml of methylene chloride is added over a 30 minute interval a solution of 60.0 g (0.30 mol) of O-t-butyldiisopropylpseudourea in 100 ml of methylene chloride. The mixture is stirred at ambient temperature for 72 hours. The precipitate is removed by filtration and the filtrate is evaporated to a residue which is taken up in 200 ml of benzene and filtered ag... Reactants: CCO, CCCCCCCCCCCCCCOc1cc(C(=O)OC)ccc1OC, CO, [K+], [OH-], O. Yields the product CCCCCCCCCCCCCCOc1cc(C(=O)O)ccc1OC. As a reaction SMILES: [CH2:30]([OH:31])[CH3:32].[CH3:1][O:2][C:3]([c:4]1[cH:5][c:6]([O:12][CH2:13][CH2:14][CH2:15][CH2:16][CH2:17][CH2:18][CH2:19][CH2:20][CH2:21][CH2:22][CH2:23][CH2:24][CH2:25][CH3:26])[c:7]([O:10][CH3:11])[cH:8][cH:9]1)=[O:27].[CH3:28][OH:29].[K+:34].[OH-:33].[OH2:35]>>[O:2]=[C:3]([c:4]1[cH:5][c:6]([O:12][CH2:13][CH2:14][CH2:15][CH2:16][CH2:17][CH2:18][CH2:19][CH2:20][CH2:21][CH2:22][CH2:23][CH2:24][CH2:25][CH3:26])[c:7]([O:10][CH3:11])[cH:8][cH:9]1)[OH:27]. Starting materials: C(C1=CC=CC=C1)N1CC(=CCC1)C1=C(C=C(C=C1)C(CCCCCC)(C)C)OCC1=CC=CC=C1 (1-benzyl-3-[2-benzyloxy-4-(1,1-dimethylheptyl)phenyl]-1,2,5,6-tetrahydropyridine), O1CCCC1 (tetrahydrofuran), [BH4-].[Na+] (sodium borohydride), O1CCCC1 (tetrahydrofuran). Run at time 2 hour. Yields the product C(C1=CC=CC=C1)N1CC(C(CC1)O)C1=C(C=C(C=C1)C(CCCCCC)(C)C)OCC1=CC=CC=C1 (1-Benzyl-3-[2-benzyloxy-4-(1,1-dimethylheptyl)phenyl]-4-piperidinol). Reaction SMILES: [CH2:1]([N:8]1[CH2:13][CH2:12][CH:11]=[C:10]([C:14]2[CH:19]=[CH:18][C:17]([C:20]([CH3:28])([CH3:27])[CH2:21][CH2:22][CH2:23][CH2:24][CH2:25][CH3:26])=[CH:16][C:15]=2[O:29][CH2:30][C:31]2[CH:36]=[CH:35][CH:34]=[CH:33][CH:32]=2)[CH2:9]1)[C:2]1[CH:7]=[CH:6][CH:5]=[CH:4][CH:3]=1.[BH4-].[Na+].[O:39]1CCCC1>>[CH2:1]([N:8]1[CH2:13][CH2:12][CH:11]([OH:39])[CH:10]([C:14]2[CH:19]=[CH:18][C:17]([C:20]([CH3:27])([CH3:28])[CH2:21][CH2:22][CH2:23][CH2:24][CH2:25][CH3:26])=[CH:16][C:15]=2[O:29][CH2:30][C:31]2[CH:32]=[CH:33][CH:34]=[CH:35][CH:36]=2)[CH2:9]1)[C:2]1[CH:7]=[CH:6][CH:5]=[CH:4][CH:3]=1 |f:1.2|. Reported procedure: To a mixture of 39.9 g. (80 mmols.) of 1-benzyl-3-[2-benzyloxy-4-(1,1-dimethylheptyl)phenyl]-1,2,5,6-tetrahydropyridine and 4.8 g. (115 mmols.) of sodium borohydride in 50 ml. of tetrahydrofuran is added 21.6 ml. (180 mmols.) of borontrifluoride etherate complex in 40 ml. of tetrahydrofuran during a 2 hour period at 0°-5° C. Stirring is continued 2 hours longer at 25° C. The reaction mixture is cooled in ice and quenched with 6.5 ml. of water and then 20 ml. of 2N sodium hydroxide and 20 ml. of ... Starting materials: CB1OB(OB(O1)C)C (Trimethylboroxin), B(OCCCC)(OCCCC)OCCCC (Tri-n-butyl borate). Reaction conditions: time 30 minute. Product: CB(OCCCC)OCCCC (methyldi-n-butoxyborane). Isolated yield 150.4%. RXN SMILES: [CH3:1]B1OB(C)OB(C)O1.[B:10](OCCCC)([O:16][CH2:17][CH2:18][CH2:19][CH3:20])[O:11][CH2:12][CH2:13][CH2:14][CH3:15]>>[CH3:1][B:10]([O:16][CH2:17][CH2:18][CH2:19][CH3:20])[O:11][CH2:12][CH2:13][CH2:14][CH3:15]. Procedure details: Trimethylboroxin (50 ml of 50 wt % solution in THF, 170 mmol) was placed in a round bottom flask with distillation head and receiver under nitrogen. Tri-n-butyl borate (92 ml, 340 mmol) was added and the mixture stirred 30 min. Methyldi-n-butoxyborane and THF were distilled from the tri-n-butoxyboroxin. The methyldi-n-butoxyborane and THF were separated by further distillation to obtain 44 g of methyldi-n-butoxyborane, 50% yield. The reactants are formula II, C1(CCCCN1)=O (valerolactam), C1(=CC=CC=C1)C (toluene), FC(C(=O)OC(C(F)(F)F)=O)(F)F (Trifluoroacetic anhydride). Run at temperature 60 celsius, time 60 minute. Product: FC1=CC=C(C=C2C(NCCC2)=O)C=C1 (3-p-fluorobenzylidene-2-piperidone). Yield: 87.5%. RXN SMILES: [C:1]1(=[O:7])[NH:6][CH2:5][CH2:4][CH2:3][CH2:2]1.FC(F)(F)C(O[C:13](=O)[C:14]([F:17])(F)F)=O.[C:21]1([CH3:27])[CH:26]=CC=[CH:23][CH:22]=1>>[F:17][C:14]1[CH:13]=[CH:26][C:21]([CH:27]=[C:2]2[CH2:3][CH2:4][CH2:5][NH:6][C:1]2=[O:7])=[CH:22][CH:23]=1. Procedure details: This example illustrates the preparation of the compound of formula II (n=2, R1=p-fluorophenyl) at a multi-kilogram scale. A 30 gallon (120 L) glass-lined reactor was charged with valerolactam (18.0 kg) and toluene (42.0 kg). Trifluoroacetic anhydride (42.0 kg) was added over 30 min and the mixture was stirred for an additional 60 min. Volatiles were distilled off at 60-70° C. at 140 torr. Toluene (50.0 kg) was added and the mixture was further distilled until approximately 27 L remained in the ... Reactants: Cc1cc(-c2ccc3nnc(CNC(=O)OC(C)(C)C)n3n2)on1, ClCCl, O=C(O)C(F)(F)F. The product is Cc1cc(-c2ccc3nnc(CN)n3n2)on1. Reaction SMILES: [CH3:1][c:2]1[n:3][o:4][c:5](-[c:7]2[cH:8][cH:9][c:10]3[n:11]([n:12]2)[c:13]([CH2:16][NH:17][C:18](=[O:19])[O:20][C:21]([CH3:22])([CH3:23])[CH3:24])[n:14][n:15]3)[cH:6]1.[Cl:32][CH2:33][Cl:34].[OH:25][C:26]([C:27]([F:28])([F:29])[F:30])=[O:31]>>[CH3:1][c:2]1[n:3][o:4][c:5](-[c:7]2[cH:8][cH:9][c:10]3[n:11]([n:12]2)[c:13]([CH2:16][NH2:17])[n:14][n:15]3)[cH:6]1. Starting materials: ClC1=C(C=CC=C1)C=1C2=C(N=C(CN1)NN)SC(=C2)CC (5-(2-Chlorophenyl)-7-ethyl-2-hydrazino-3H-thieno[2,3-e] [1,4]diazepine), C1(CCCCC1)C(=O)Cl (Cyclohexanecarboxylic acid chloride). Run in C(Cl)(Cl)Cl (chloroform), C1(=CC=CC=C1)C (toluene), C(C)(=O)O (acetic acid). Reaction conditions: time 3 hour. Yields the product ClC1=C(C=CC=C1)C1=NCC=2N(C3=C1C=C(S3)CC)C(=NN2)C2CCCCC2 (4-(2-chlorophenyl)-9-cyclohexyl-2-ethyl-6H-thieno[3,2-f] [1,2,4]triazolo[4,3-a] [1,4]diazepine). Yield: 58.2%. RXN SMILES: [Cl:1][C:2]1[CH:7]=[CH:6][CH:5]=[CH:4][C:3]=1[C:8]1[C:9]2[CH:19]=[C:18]([CH2:20][CH3:21])[S:17][C:10]=2[N:11]=[C:12]([NH:15][NH2:16])[CH2:13][N:14]=1.[CH:22]1([C:28](Cl)=O)[CH2:27][CH2:26][CH2:25][CH2:24][CH2:23]1>C(Cl)(Cl)Cl.C1(C)C=CC=CC=1.C(O)(=O)C>[Cl:1][C:2]1[CH:7]=[CH:6][CH:5]=[CH:4][C:3]=1[C:8]1[C:9]2[CH:19]=[C:18]([CH2:20][CH3:21])[S:17][C:10]=2[N:11]2[C:28]([CH:22]3[CH2:27][CH2:26][CH2:25][CH2:24][CH2:23]3)=[N:16][N:15]=[C:12]2[CH2:13][N:14]=1. Procedure details: 5-(2-Chlorophenyl)-7-ethyl-2-hydrazino-3H-thieno[2,3-e] [1,4]diazepine (20 g) was suspended in chloroform (200 ml) at room temperature. Cyclohexanecarboxylic acid chloride (10.1 g) was added, and the mixture was stirred for 3 hours. The reaction mixture was washed with a saturated aqueous sodium hydrogencarbonate solution and saturated brine, and dried over magnesium sulfate. The solvent was evaporated to give an oil. The oil was dissolved in a mixed solvent of toluene (200 ml) and acetic acid (...